describe an organic reaction: reactants, conditions, products, and yield From a dataset of the Open Reaction Database (ORD), a public repository of structured organic reaction records. Reactants: CN1N=CC=2C(CCCC12)C(=O)[O-] (1-methyl-4,5,6,7-tetrahydro-1H-indazole-4-carboxylate), [Li+].[OH-] (LiOH), Cl (HCl). Solvent: CO (methanol), C1CCOC1 (THF), O (H2O). Reaction conditions: time 2 hour. Yields the product CN1N=CC=2C(CCCC12)C(=O)O (1-methyl-4,5,6,7-tetrahydro-1H-indazole-4-carboxylic acid). Yield: 92.5%. As a reaction SMILES: [CH3:1][N:2]1[C:10]2[CH2:9][CH2:8][CH2:7][CH:6]([C:11]([O-:13])=[O:12])[C:5]=2[CH:4]=[N:3]1.[Li+].[OH-].Cl>CO.C1COCC1.O>[CH3:1][N:2]1[C:10]2[CH2:9][CH2:8][CH2:7][CH:6]([C:11]([OH:13])=[O:12])[C:5]=2[CH:4]=[N:3]1 |f:1.2|. Reported procedure: To a solution of 1-methyl-4,5,6,7-tetrahydro-1H-indazole-4-carboxylate (7 g, 36 mmol) in methanol (100 mL), THF (50 mL) and H2O (50 mL) was added LiOH (2.5 g, 108 mmol). The resulting mixture was stirred at room temperature for 2 hours. The reaction mixture was acidified with 1N HCl solution to pH=5-6, and extracted with EA three times. The combined organic layers were washed with brine, dried over Na2SO4. The solvent was concentrated to give 1-methyl-4,5,6,7-tetrahydro-1H-indazole-4-carboxylic ... Reaction conditions: time 12 hour. Starting materials: BrC1=C(C=CC=C1)S(=O)(=O)Cl (2-bromobenzenesulfonyl chloride), C(C)(C)(C)N (tert-butylamine). Yields the product BrC1=C(C=CC=C1)S(=O)(=O)NC(C)(C)C (2-Bromo-N-(tert-butyl)benzenesulfonamide). Procedure details: To a stirred solution of 2-bromobenzenesulfonyl chloride (Lancaster Synthesis) (2.21 g, 8.65 mmol) in chloroform (40 ml) under nitrogen at room temperature was added tert-butylamine (Aldrich) (2.30 ml, 21.9 mmol). The orange solution was stirred at room temperature for 12 hours, then the mixture evaporated to dryness. Flash chromatography (silica gel, 15% ethyl acetate-hexane) afforded the title compound (2.12 g, 84%) as a white solid; 1H NMR (300 MHz, CDCl3) δ8.18 (d, J=8.5 Hz, 1H), 7.73 (d, J=... Solvent: C(Cl)(Cl)Cl (chloroform). Isolated yield 83.9%. Reaction SMILES: [Br:1][C:2]1[CH:7]=[CH:6][CH:5]=[CH:4][C:3]=1[S:8](Cl)(=[O:10])=[O:9].[C:12]([NH2:16])([CH3:15])([CH3:14])[CH3:13]>C(Cl)(Cl)Cl>[Br:1][C:2]1[CH:7]=[CH:6][CH:5]=[CH:4][C:3]=1[S:8]([NH:16][C:12]([CH3:15])([CH3:14])[CH3:13])(=[O:10])=[O:9]. Reactants: CO, CC(C)n1ncnc1-c1nc2c(s1)CCOc1ccc(C3CN(CCOC4CCCCO4)C3)cc1-2, ClCCl, Cl, C1COCCO1. Yields the product CC(C)n1ncnc1-c1nc2c(s1)CCOc1ccc(C3CN(CCO)C3)cc1-2. RXN SMILES: [CH3:43][OH:44].[CH:1]([CH3:2])([CH3:3])[n:4]1[n:5][cH:6][n:7][c:8]1-[c:9]1[s:10][c:11]2[c:17]([n:18]1)-[c:16]1[c:15]([cH:22][cH:21][c:20]([CH:23]3[CH2:24][N:25]([CH2:27][CH2:28][O:29][CH:30]4[CH2:31][CH2:32][CH2:33][CH2:34][O:35]4)[CH2:26]3)[cH:19]1)[O:14][CH2:13][CH2:12]2.[Cl:45][CH2:46][Cl:47].[ClH:36].[O:37]1[CH2:38][CH2:39][O:40][CH2:41][CH2:42]1>>[CH:1]([CH3:2])([CH3:3])[n:4]1[n:5][cH:6][n:7][c:8]1-[c:9]1[s:10][c:11]2[c:17]([n:18]1)-[c:16]1[c:15]([cH:22][cH:21][c:20]([CH:23]3[CH2:24][N:25]([CH2:27][CH2:28][OH:29])[CH2:26]3)[cH:19]1)[O:14][CH2:13][CH2:12]2. The reactants are C(C)(=O)OCC (ethyl acetate), ClC1=NC(=C(C(=N1)Cl)[N+](=O)[O-])OC (2,4-dichloro-6-methoxy-5-nitropyrimidine), ClC1=C(N)C=C(C(=C1)OC)OCC1=C(C(=CC=C1OC)F)F (2-chloro-5-(2,3-difluoro-6-methoxybenzyloxy)-4-methoxyaniline), C(C)(C)N(C(C)C)CC (N,N-diisopropylethylamine). The solvent is O (water), C(C)#N (acetonitrile). Run at time 8 hour. Product: ClC1=C(NC2=NC(=NC(=C2[N+](=O)[O-])OC)Cl)C=C(C(=C1)OC)OCC1=C(C(=CC=C1OC)F)F (2-chloro-N-(2-chloro-6-methoxy-5-nitropyrimidin-4-yl)-5-(2,3-difluoro-6-methoxybenzyloxy)-4-methoxyaniline). Yield: 98.1%. RXN SMILES: [Cl:1][C:2]1[N:7]=[C:6](Cl)[C:5]([N+:9]([O-:11])=[O:10])=[C:4]([O:12][CH3:13])[N:3]=1.[Cl:14][C:15]1[CH:21]=[C:20]([O:22][CH3:23])[C:19]([O:24][CH2:25][C:26]2[C:31]([O:32][CH3:33])=[CH:30][CH:29]=[C:28]([F:34])[C:27]=2[F:35])=[CH:18][C:16]=1[NH2:17].C(N(CC)C(C)C)(C)C.C(OCC)(=O)C>C(#N)C.O>[Cl:14][C:15]1[CH:21]=[C:20]([O:22][CH3:23])[C:19]([O:24][CH2:25][C:26]2[C:31]([O:32][CH3:33])=[CH:30][CH:29]=[C:28]([F:34])[C:27]=2[F:35])=[CH:18][C:16]=1[NH:17][C:6]1[C:5]([N+:9]([O-:11])=[O:10])=[C:4]([O:12][CH3:13])[N:3]=[C:2]([Cl:1])[N:7]=1. Reported procedure: A mixture of 2,4-dichloro-6-methoxy-5-nitropyrimidine (0.24 g), 2-chloro-5-(2,3-difluoro-6-methoxybenzyloxy)-4-methoxyaniline (0.26 g) and N,N-diisopropylethylamine (0.15 mL) in acetonitrile (4 mL) was stirred at room temperature overnight. To the reaction mixture were added ethyl acetate and water, and the resulting mixture was stirred at room temperature for 30 minutes. The insoluble material was removed by filtration, and the organic layer of the filtrate was separated. The organic layer was ... The reactants are NC=1C(=C(C(=O)O)C(=CC1)Cl)NCC1=CC=C(C=C1)C(=O)O (3-amino-2-[(4-carboxyphenyl)methyl]amino-6-chlorobenzoic acid), C(=O)O (formic acid). Run in O (water). Product: C(=O)(O)C1=CC=C(C=C1)CN1C=NC2=C1C(=C(C=C2)Cl)C(=O)O (1-(4-carboxyphenyl)methyl-6-chloro-1H-benzimidazole-7-carboxylic Acid). Yield: 100.0%. As a reaction SMILES: [NH2:1][C:2]1[C:3]([NH:12][CH2:13][C:14]2[CH:19]=[CH:18][C:17]([C:20]([OH:22])=[O:21])=[CH:16][CH:15]=2)=[C:4]([C:8]([Cl:11])=[CH:9][CH:10]=1)[C:5]([OH:7])=[O:6].[CH:23](O)=O>O>[C:20]([C:17]1[CH:18]=[CH:19][C:14]([CH2:13][N:12]2[C:3]3[C:4]([C:5]([OH:7])=[O:6])=[C:8]([Cl:11])[CH:9]=[CH:10][C:2]=3[N:1]=[CH:23]2)=[CH:15][CH:16]=1)([OH:22])=[O:21]. Procedure details: A solution of 3-amino-2-[(4-carboxyphenyl)methyl]amino-6-chlorobenzoic acid (80 mg, 0.24 mmol, prepared as in Example 2 (i-ii)) in 0.5 ml of 98% formic acid was refluxed under argon for 2.5 hours. The reaction mixture was diluted with water and the resulting solid was collected to give 80 mg (100%) of the title compound; mp 291°-292° C. Reactants: C(C)(C)(C)OC(=O)N1C2CNCC1CC2 (3,8-diaza-bicyclo[3.2.1]octane-8-carboxylic acid tert-butyl ester), ClC1=NC2=CC=C(C=C2C=C1)[N+](=O)[O-] (2-chloro-6-nitroquinoline). Yields the product C(C)(C)(C)OC(=O)N1C2CN(CC1CC2)C2=NC1=CC=C(C=C1C=C2)[N+](=O)[O-] (3-(6-Nitro-quinolin-2-yl)-3,8-diaza-bicyclo[3.2.1]octane-8-carboxylic acid tert-butyl ester). Reaction SMILES: [C:1]([O:5][C:6]([N:8]1[CH:13]2[CH2:14][CH2:15][CH:9]1[CH2:10][NH:11][CH2:12]2)=[O:7])([CH3:4])([CH3:3])[CH3:2].Cl[C:17]1[CH:26]=[CH:25][C:24]2[C:19](=[CH:20][CH:21]=[C:22]([N+:27]([O-:29])=[O:28])[CH:23]=2)[N:18]=1>>[C:1]([O:5][C:6]([N:8]1[CH:9]2[CH2:15][CH2:14][CH:13]1[CH2:12][N:11]([C:17]1[CH:26]=[CH:25][C:24]3[C:19](=[CH:20][CH:21]=[C:22]([N+:27]([O-:29])=[O:28])[CH:23]=3)[N:18]=1)[CH2:10]2)=[O:7])([CH3:4])([CH3:2])[CH3:3]. Procedure: Was prepared according to method A from 3,8-diaza-bicyclo[3.2.1]octane-8-carboxylic acid tert-butyl ester and 2-chloro-6-nitroquinoline. Decomp. Reactants: [OH-].[K+] (potassium hydroxide), CC#N (CH3CN), C1(=CC=CC=C1)/C(=C(\CC)/C1=CC=CC=C1)/C1=CC=C(C=C1)C=O ((Z)-1,2-Diphenyl-1-(4-formylphenyl)-1-butene). The solvent is O (water). Yields the product C1(=CC=CC=C1)C(=C(CC)C1=CC=CC=C1)C1=CC=C(C=C1)C=CC#N (3-[4-(1,2-diphenyl-but-1-enyl)-phenyl]-acrylonitrile). Isolated yield 57.0%. As a reaction SMILES: [OH-].[K+].[C:3]1(/[C:9](/[C:19]2[CH:24]=[CH:23][C:22]([CH:25]=O)=[CH:21][CH:20]=2)=[C:10](/[C:13]2[CH:18]=[CH:17][CH:16]=[CH:15][CH:14]=2)\[CH2:11][CH3:12])[CH:8]=[CH:7][CH:6]=[CH:5][CH:4]=1.[CH3:27][C:28]#[N:29]>O>[C:3]1([C:9]([C:19]2[CH:24]=[CH:23][C:22]([CH:25]=[CH:27][C:28]#[N:29])=[CH:21][CH:20]=2)=[C:10]([C:13]2[CH:18]=[CH:17][CH:16]=[CH:15][CH:14]=2)[CH2:11][CH3:12])[CH:8]=[CH:7][CH:6]=[CH:5][CH:4]=1 |f:0.1|. Reported procedure: A suspension of potassium hydroxide (85%, 260 mg, 3.9 mmol) in CH3CN (25 mL) was heated to reflux and (Z)-1,2-Diphenyl-1-(4-formylphenyl)-1-butene (4a) (Willson J. Med. Chem. 1994, 37, 1550–1552) (1.0 g, 3.18 mmol) was added in portions. After refluxing 5 min, the mixture was diluted with water and extracted with EtOAc. The combined organic layers were washed with brine and dried (MgSO4). The solvent was removed under reduced pressure and the residue chromatographed (silica gel, 15% EtOAc/hexane... The reactants are C, CCOC(=O)CN1C(=O)COc2cc([N+](=O)[O-])ccc21, CCO, [H][H], C1CCOC1, [Pd]. Product: CCOC(=O)CN1C(=O)COc2cc(N)ccc21. As a reaction SMILES: [C:26].[CH2:1]([CH3:2])[O:3][C:4](=[O:5])[CH2:6][N:7]1[C:8](=[O:20])[CH2:9][O:10][c:11]2[c:12]1[cH:13][cH:14][c:15]([N+:17]([O-:18])=[O:19])[cH:16]2.[CH3:21][CH2:22][OH:23].[H:24][H:25].[O:28]1[CH2:29][CH2:30][CH2:31][CH2:32]1.[Pd:27]>>[CH2:1]([CH3:2])[O:3][C:4](=[O:5])[CH2:6][N:7]1[C:8](=[O:20])[CH2:9][O:10][c:11]2[c:12]1[cH:13][cH:14][c:15]([NH2:17])[cH:16]2. Procedure details: Potassium carbonate (1.10 g, 0.0081 mol) was added to a stirred solution of 6-chloro-5-methylpyridine-3-yl acetate (750 mg, 0.004 mol) in MeOH (15 mL) at ambient temperature. The reaction mixture was stirred for 1 h at ambient temperature. The reaction mixture was concentrated under reduced pressure and the residue was diluted with minimum amounts of water and neutralized with 1N HCl (15 mL). After neutralization, the solution was extracted with ethyl acetate (2×100 mL). The combined organic lay... Isolated yield 89.0%. Product: ClC1=C(C=C(C=N1)O)C (6-chloro-5-methylpyridine-3-ol), solid. Reaction SMILES: C(=O)([O-])[O-].[K+].[K+].C([O:10][C:11]1[CH:12]=[N:13][C:14]([Cl:18])=[C:15]([CH3:17])[CH:16]=1)(=O)C>CO>[Cl:18][C:14]1[N:13]=[CH:12][C:11]([OH:10])=[CH:16][C:15]=1[CH3:17] |f:0.1.2|. Run at time 1 hour. Solvent: CO (MeOH). Starting materials: C([O-])([O-])=O.[K+].[K+] (Potassium carbonate), C(C)(=O)OC=1C=NC(=C(C1)C)Cl (6-chloro-5-methylpyridine-3-yl acetate).